Dataset: the Open Reaction Database (ORD), a public repository of structured organic reaction records. Task: describe an organic reaction: reactants, conditions, products, and yield The yield is 168.4%. As a reaction SMILES: [Cl-:1].[NH2:2][C:3]([CH3:14])([CH3:13])[CH2:4][CH2:5][N+:6]([CH2:9][CH2:10][O:11][CH3:12])([CH3:8])[CH3:7].C(O[Cl:20])(C)(C)C>CO>[Cl-:20].[Cl:1][N:2]([Cl:20])[C:3]([CH3:14])([CH3:13])[CH2:4][CH2:5][N+:6]([CH2:9][CH2:10][O:11][CH3:12])([CH3:7])[CH3:8] |f:0.1,4.5|. Run in CO (methanol). The reactants are [Cl-].NC(CC[N+](C)(C)CCOC)(C)C (3-amino-N-(2-methoxyethyl)-N,N,3-trimethylbutan-1-aminium chloride), C(C)(C)(C)OCl (tert-Butylhypochlorite). Yields the product [Cl-].ClN(C(CC[N+](C)(C)CCOC)(C)C)Cl (3-(dichloroamino)-N-(2-methoxyethyl)-N,N,3-trimethylbutan-1-aminium chloride). Reaction conditions: temperature 0 celsius, time 45 minute. Procedure: A solution of 3-amino-N-(2-methoxyethyl)-N,N,3-trimethylbutan-1-aminium chloride (830 mg, 3.5 mmol) in methanol (14 ml) was cooled to 0° C. tert-Butylhypochlorite (984 μl, 2.5 mmol) was added. The resulting solution was stirred for 45 minutes at 0° C. and then concentrated under reduced pressure. The residue was purified by reverse phase high pressure liquid chromatography eluting from a C18 column with a gradient of 5 to 95% CH3CN in water (with 0.01% acetic acid) to give 618 mg of a clear oil.... Product: CC(C)(C)OC(=O)N1CCC(OCc2ccc3ccccc3c2Br)CC1. Reactants: BrCc1ccc2ccccc2c1Br, CC(C)(C)OC(=O)N1CCC(O)CC1, C1CCOC1, [H-], [Na+]. Reaction SMILES: [Br:17][c:18]1[c:19]([CH2:28][Br:29])[cH:20][cH:21][c:22]2[cH:23][cH:24][cH:25][cH:26][c:27]12.[C:3]([CH3:4])([CH3:5])([CH3:6])[O:7][C:8](=[O:9])[N:10]1[CH2:11][CH2:12][CH:13]([OH:16])[CH2:14][CH2:15]1.[CH2:30]1[O:31][CH2:32][CH2:33][CH2:34]1.[H-:1].[Na+:2]>>[C:3]([CH3:4])([CH3:5])([CH3:6])[O:7][C:8](=[O:9])[N:10]1[CH2:11][CH2:12][CH:13]([O:16][CH2:28][c:19]2[c:18]([Br:17])[c:27]3[c:22]([cH:21][cH:20]2)[cH:23][cH:24][cH:25][cH:26]3)[CH2:14][CH2:15]1.